This data is from the Open Reaction Database (ORD), a public repository of structured organic reaction records. The task is: describe an organic reaction: reactants, conditions, products, and yield The reactants are C(C)(=O)O (Acetic acid), O.[OH-].[Li+] (lithium hydroxide-monohydrate), C(C)(C)(C)OC(=O)NC(C)C=1C(=C(C(=C(C1)Cl)C)C1=CC=CC(=N1)C(=O)OC)OC (methyl 6-(3-{1-[(tert-butoxycarbonyl)amino]ethyl}-5-chloro-2-methoxy-6-methylphenyl)pyridine-2-carboxylate). Run in O (water), CO (methanol), C(C)#N (acetonitrile). The product is C(C)(C)(C)OC(=O)NC(C)C=1C(=C(C(=C(C1)Cl)C)C1=CC=CC(=N1)C(=O)O)OC (6-(3-{1-[(tert-butoxycarbonyl)amino]ethyl}-5-chloro-2-methoxy-6-methylphenyl)pyridine-2-carboxylic acid). Reaction SMILES: [C:1]([O:5][C:6]([NH:8][CH:9]([C:11]1[C:12]([O:29][CH3:30])=[C:13]([C:19]2[N:24]=[C:23]([C:25]([O:27]C)=[O:26])[CH:22]=[CH:21][CH:20]=2)[C:14]([CH3:18])=[C:15]([Cl:17])[CH:16]=1)[CH3:10])=[O:7])([CH3:4])([CH3:3])[CH3:2].O.[OH-].[Li+].C(O)(=O)C>CO.O.C(#N)C>[C:1]([O:5][C:6]([NH:8][CH:9]([C:11]1[C:12]([O:29][CH3:30])=[C:13]([C:19]2[N:24]=[C:23]([C:25]([OH:27])=[O:26])[CH:22]=[CH:21][CH:20]=2)[C:14]([CH3:18])=[C:15]([Cl:17])[CH:16]=1)[CH3:10])=[O:7])([CH3:4])([CH3:2])[CH3:3] |f:1.2.3|. Procedure: The methyl 6-(3-{1-[(tert-butoxycarbonyl)amino]ethyl}-5-chloro-2-methoxy-6-methylphenyl)pyridine-2-carboxylate (0.075 g, 0.17 mmol) was dissolved in methanol (5.0 mL) and the lithium hydroxide-monohydrate (0.022 g, 0.52 mmol) dissolved in water (0.5 mL) was added. The reaction was stirred at room temperature and monitored by LC/MS. After stirring for 18 h the reaction was complete. Acetic acid was added to adjust the pH 5 and the reaction was concentrated to give a semisolid residue. The crude w... The reactants are 19.5, ClC1=C(C=C(C(=C1)Cl)Cl)OC(CNC(=O)OC(C)(C)C)=O (N-t-butoxycarbonylglycine 2,4,5-trichlorophenyl ester), C(C1=CC=CC=C1)OC([C@@H](N)CC(C)C)=O (L-leucine benzyl ester). Solvent: C(Cl)Cl (methylene chloride). Product: C(C1=CC=CC=C1)OC([C@@H](NC(CNC(=O)OC(C)(C)C)=O)CC(C)C)=O (N-t-butoxycarbonylglycyl-L-leucine benzyl ester). Reaction SMILES: ClC1C=C(Cl)C(Cl)=CC=1[O:10][C:11](=O)[CH2:12][NH:13][C:14]([O:16][C:17]([CH3:20])([CH3:19])[CH3:18])=[O:15].[CH2:22]([O:29][C:30](=[O:37])[C@H:31]([CH2:33][CH:34]([CH3:36])[CH3:35])[NH2:32])[C:23]1[CH:28]=[CH:27][CH:26]=[CH:25][CH:24]=1>C(Cl)Cl>[CH2:22]([O:29][C:30](=[O:37])[C@H:31]([CH2:33][CH:34]([CH3:35])[CH3:36])[NH:32][C:11](=[O:10])[CH2:12][NH:13][C:14]([O:16][C:17]([CH3:19])([CH3:18])[CH3:20])=[O:15])[C:23]1[CH:28]=[CH:27][CH:26]=[CH:25][CH:24]=1. Reported procedure: A solution of 19.5 parts N-t-butoxycarbonylglycine 2,4,5-trichlorophenyl ester and 11.1 parts L-leucine benzyl ester in 200 parts methylene chloride is stirred overnight at room temperature. The solvent is then removed by evaporation under reduced pressure. The crude dipeptide is then subjected to low-pressure column chromatography on silica gel to afford N-t-butoxycarbonylglycyl-L-leucine benzyl ester. Solvent: C(C)(=O)O (acetic acid). The reactants are COC=1C=C(C(C=O)=C(C1)OC)O (4,6-dimethoxysalicylaldehyde), COC1=CC=C(CS(=O)(=O)CC(=O)O)C=C1 (2-(4-methoxybenzylsulfonyl)acetic acid). The yield is 58.0%. Reaction SMILES: [CH3:1][O:2][C:3]1[CH:4]=[C:5](O)[C:6](=[C:9]([O:11][CH3:12])[CH:10]=1)[CH:7]=O.[CH3:14][O:15][C:16]1[CH:29]=[CH:28][C:19]([CH2:20][S:21]([CH2:24][C:25]([OH:27])=[O:26])(=[O:23])=[O:22])=[CH:18][CH:17]=1>C(O)(=O)C>[CH3:14][O:15][C:16]1[CH:17]=[CH:18][C:19]([CH2:20][S:21]([C:24]2[C:25](=[O:27])[O:26][C:5]3[C:6]([CH:7]=2)=[C:9]([O:11][CH3:12])[CH:10]=[C:3]([O:2][CH3:1])[CH:4]=3)(=[O:22])=[O:23])=[CH:28][CH:29]=1. Procedure details: A solution of 4,6-dimethoxysalicylaldehyde (1 mmol) and 2-(4-methoxybenzylsulfonyl)acetic acid (1 mmol) in acetic acid (10 mL) was subjected to the General Procedure 2, Method A to generate a 58% yield of the title compound; m.p. 183-185° C. Product: COC1=CC=C(CS(=O)(=O)C=2C(OC3=CC(=CC(=C3C2)OC)OC)=O)C=C1 (3-(4-Methoxybenzylsulfonyl)-5,7-dimethoxy-2H-chromen-2-one).